The task is: describe an organic reaction: reactants, conditions, products, and yield. This data is from the Open Reaction Database (ORD), a public repository of structured organic reaction records. Reactants: C(C1=CC=CC=C1)OC(=O)N1[C@H](C(=O)N2[C@@H](CCC2)C(CSC2=CC=C(C=C2)OC)O)CCC1 ((2S)-1-(N-Benzyloxycarbonyl-L-prolyl)-2-[1-hydroxy-2-(4-methoxyphenylthio)ethyl]pyrrolidine), ClCCl (dichloromethane), ClC1=CC(=CC=C1)C(=O)OO (m-chloroperbenzoic acid). Product: C(C1=CC=CC=C1)OC(=O)N1[C@H](C(=O)N2[C@@H](CCC2)C(CS(=O)C2=CC=C(C=C2)OC)O)CCC1 ((2S)-1-(N-Benzyloxycarbonyl-L-prolyl)-2-[1-hydroxy-2-(4methoxyphenylsulfinyl)ethyl]pyrrolidine). As a reaction SMILES: [CH2:1]([O:8][C:9]([N:11]1[CH2:34][CH2:33][CH2:32][C@H:12]1[C:13]([N:15]1[CH2:19][CH2:18][CH2:17][C@H:16]1[CH:20]([OH:31])[CH2:21][S:22][C:23]1[CH:28]=[CH:27][C:26]([O:29][CH3:30])=[CH:25][CH:24]=1)=[O:14])=[O:10])[C:2]1[CH:7]=[CH:6][CH:5]=[CH:4][CH:3]=1.ClCCl.ClC1C=CC=C(C(OO)=[O:46])C=1>>[CH2:1]([O:8][C:9]([N:11]1[CH2:34][CH2:33][CH2:32][C@H:12]1[C:13]([N:15]1[CH2:19][CH2:18][CH2:17][C@H:16]1[CH:20]([OH:31])[CH2:21][S:22]([C:23]1[CH:24]=[CH:25][C:26]([O:29][CH3:30])=[CH:27][CH:28]=1)=[O:46])=[O:14])=[O:10])[C:2]1[CH:7]=[CH:6][CH:5]=[CH:4][CH:3]=1. Procedure details: (2S)-1-(N-Benzyloxycarbonyl-L-prolyl)-2-[1-hydroxy-2-(4-methoxyphenylthio)ethyl]pyrrolidine (1.51 g) was subjected to oxidation as in Example 2-A) in dichloromethane using 1.1 equivalent of m-chloroperbenzoic acid to give 984 mg of the title compound. Reactants: C(C1=CC=CC=C1)N1CC2=C(CC1)C=1C(=NC(=C(C1C1=CC(=C(C=C1)OC)OC)Cl)CN1C(CCC1)=O)S2 (7-benzyl-3-chloro-4-(3,4-dimethoxyphenyl)-2-(2-oxo-1-pyrrolidinylmethyl)-5,6,7,8-tetrahydrothieno[2,3-b:5,4-c']dipyridine), [N+](=O)([O-])C1=CC=CC=C1 (nitrobenzene). Reagents/catalysts: [Pd] (palladium on carbon). The solvent is C=1(C(=CC=CC1)C)C (xylene). Yields the product ClC=1C(=C2C(=NC1CN1C(CCC1)=O)SC1=CN=CC=C12)C1=CC(=C(C=C1)OC)OC (3-chloro-4-(3,4-dimethoxyphenyl)-2-(2-oxopyrrolidin-1-ylmethyl)thieno[2,3-b:5,4-c']dipyridine). Yield: 10.1%. RXN SMILES: C([N:8]1[CH2:13][CH2:12][C:11]2[C:14]3[C:15]([S:38][C:10]=2[CH2:9]1)=[N:16][C:17]([CH2:31][N:32]1[CH2:36][CH2:35][CH2:34][C:33]1=[O:37])=[C:18]([Cl:30])[C:19]=3[C:20]1[CH:25]=[CH:24][C:23]([O:26][CH3:27])=[C:22]([O:28][CH3:29])[CH:21]=1)C1C=CC=CC=1.[N+](C1C=CC=CC=1)([O-])=O>[Pd].C1(C)C(C)=CC=CC=1>[Cl:30][C:18]1[C:19]([C:20]2[CH:25]=[CH:24][C:23]([O:26][CH3:27])=[C:22]([O:28][CH3:29])[CH:21]=2)=[C:14]2[C:11]3[C:10](=[CH:9][N:8]=[CH:13][CH:12]=3)[S:38][C:15]2=[N:16][C:17]=1[CH2:31][N:32]1[CH2:36][CH2:35][CH2:34][C:33]1=[O:37]. Reported procedure: A mixture of the compound obtained in Example 28B (3.0 g), palladium on carbon (5%, 5.0 g), nitrobenzene (1.3 g) and xylene (100 ml) was stirred under reflux for 4 hours and the insoluble solid was filtered off. The filtrate was concentrated in vacuo and the residue was chromatographed on SiO2 with ethyl acetate to give 3-chloro-4-(3,4-dimethoxyphenyl)-2-(2-oxopyrrolidin-1-ylmethyl)thieno[2,3-b:5,4-c']dipyridine (0.25 g, 10%) as crystals. Recrystallization from ethyl acetate-hexane give colorles...